Dataset: the Open Reaction Database (ORD), a public repository of structured organic reaction records. Task: describe an organic reaction: reactants, conditions, products, and yield Reactants: C1(=CC=CC=C1)C (toluene), C12CCNCC(C(C3=C1C=CC=C3)=O)C2 (2,3,4,5-tetrahydro-1,6-methano-1H-4-benzazonin-7(6H)-one), C1(=CC=CC=C1)CC(=O)Cl (phenylacetyl chloride). The solvent is C(C)N(CC)CC (triethylamine). Conditions: time 1 hour. Product: C(CC1=CC=CC=C1)N1CC2C(C3=C(C(CC1)C2)C=CC=C3)O (4-phenethyl-2,3,4,5,6,7-hexahydro-1,6-methano-1H-4-benzazonin-7ol). As a reaction SMILES: C1(C)C=CC=CC=1.[CH:8]12[CH2:22][CH:13]([C:14](=[O:21])[C:15]3[CH:20]=[CH:19][CH:18]=[CH:17][C:16]=31)[CH2:12][NH:11][CH2:10][CH2:9]2.[C:23]1([CH2:29][C:30](Cl)=O)[CH:28]=[CH:27][CH:26]=[CH:25][CH:24]=1>C(N(CC)CC)C>[CH2:30]([N:11]1[CH2:10][CH2:9][CH:8]2[CH2:22][CH:13]([CH:14]([OH:21])[C:15]3[CH:20]=[CH:19][CH:18]=[CH:17][C:16]=32)[CH2:12]1)[CH2:29][C:23]1[CH:28]=[CH:27][CH:26]=[CH:25][CH:24]=1. Reported procedure: 20 ml of anhydrous toluene was added to 1 g of 2,3,4,5-tetrahydro-1,6-methano-1H-4-benzazonin-7(6H)-one and 2 g of triethylamine, and 1 g of phenylacetyl chloride was added dropwise to the mixture over a period of 30 minutes under ice cooling and agitation. After completion of the dropwise addition, the mixture was agitated for 1 hour at room temperature. The reaction mixture liquid was washed twice with 50 ml of water and the toluene layer was dried with anhydrous sodium sulfate and filtered. T... Starting materials: BrC1=CC=C2C(CCOC2=C1)=O (7-bromo-4-chromanone), CC1=C(C=CC=C1)B(O)O (2-methylphenylboronic acid), C(=O)([O-])[O-].[Na+].[Na+] (Na2CO3). The reagents and catalysts are C=1C=CC(=CC1)[P](C=2C=CC=CC2)(C=3C=CC=CC3)[Pd]([P](C=4C=CC=CC4)(C=5C=CC=CC5)C=6C=CC=CC6)([P](C=7C=CC=CC7)(C=8C=CC=CC8)C=9C=CC=CC9)[P](C=1C=CC=CC1)(C=1C=CC=CC1)C=1C=CC=CC1 (Pd(PPh3)4). Run in O1CCOCC1 (dioxane). Run at temperature 100 celsius, time 8 hour. Product: CC1=C(C=CC=C1)C1=CC2=C(C(CCO2)=O)C=C1 (7-(2-methylphenyl)-3,4-dihydro-2H-1-benzopyran-4-one). RXN SMILES: Br[C:2]1[CH:11]=[C:10]2[C:5]([C:6](=[O:12])[CH2:7][CH2:8][O:9]2)=[CH:4][CH:3]=1.[CH3:13][C:14]1[CH:19]=[CH:18][CH:17]=[CH:16][C:15]=1B(O)O.C([O-])([O-])=O.[Na+].[Na+]>O1CCOCC1.C1C=CC([P]([Pd]([P](C2C=CC=CC=2)(C2C=CC=CC=2)C2C=CC=CC=2)([P](C2C=CC=CC=2)(C2C=CC=CC=2)C2C=CC=CC=2)[P](C2C=CC=CC=2)(C2C=CC=CC=2)C2C=CC=CC=2)(C2C=CC=CC=2)C2C=CC=CC=2)=CC=1>[CH3:13][C:14]1[CH:19]=[CH:18][CH:17]=[CH:16][C:15]=1[C:2]1[CH:3]=[CH:4][C:5]2[C:6](=[O:12])[CH2:7][CH2:8][O:9][C:10]=2[CH:11]=1 |f:2.3.4,^1:38,40,59,78|. Procedure details: To a solution of 7-bromo-4-chromanone (2.0 g, 8.8 mmol) in dioxane (30 mL) was added 2-methylphenylboronic acid (1.8 g, 13.2 mmol), Pd(PPh3)4 (0.5 g, 0.44 mmol) and Na2CO3 (2.8 g, 26.4 mmol). The mixture was stirred at 100° C. under nitrogen overnight. The mixture was filtered and concentrated. The residue was purified by silica gel chromatography (PE:EtOAc=10:1) to give 2.1 g (quantitative) of the title compound as an off-white solid. 1H NMR (300 MHz, CDCl3): δ2.29 (s, 3H), 2.85 (t, J=6.3 Hz, 2... Starting materials: COC(=O)c1cnc(Cl)c2ccn(C)c12, CS(=O)(=O)O, CO, Nc1cccc(Cl)c1, C1COCCO1. Yields the product COC(=O)c1cnc(Nc2cccc(Cl)c2)c2ccn(C)c12. Reaction SMILES: [CH3:1][O:2][C:3](=[O:4])[c:5]1[c:6]2[c:7]([c:8]([Cl:11])[n:9][cH:10]1)[cH:12][cH:13][n:14]2[CH3:15].[CH3:24][S:25](=[O:26])(=[O:27])[OH:28].[CH3:35][OH:36].[Cl:16][c:17]1[cH:18][c:19]([NH2:20])[cH:21][cH:22][cH:23]1.[O:29]1[CH2:30][CH2:31][O:32][CH2:33][CH2:34]1>>[CH3:1][O:2][C:3](=[O:4])[c:5]1[c:6]2[c:7]([c:8]([NH:20][c:19]3[cH:18][c:17]([Cl:16])[cH:23][cH:22][cH:21]3)[n:9][cH:10]1)[cH:12][cH:13][n:14]2[CH3:15].